Task: describe an organic reaction: reactants, conditions, products, and yield. Dataset: the Open Reaction Database (ORD), a public repository of structured organic reaction records Starting materials: C1(=CC=CC=C1)C(N1CCN(CC1)CC1=CC(=C(C=C1)NC)[N+](=O)[O-])C1=CC=CC=C1 (4-[4-(diphenylmethyl)-1-piperazinylmethyl]-N-methyl-2-nitrobenzenamine), [H][H] (hydrogen). The reagents and catalysts are [Ni] (Raney-nickel). Solvent: CO (methanol). Product: C1(=CC=CC=C1)C(N1CCN(CC1)CC=1C=C(C(=CC1)NC)N)C1=CC=CC=C1 (4-[4-(diphenylmethyl)-1-piperazinylmethyl]-N1 -methyl-1,2-benzenediamine). Reaction SMILES: [C:1]1([CH:7]([C:26]2[CH:31]=[CH:30][CH:29]=[CH:28][CH:27]=2)[N:8]2[CH2:13][CH2:12][N:11]([CH2:14][C:15]3[CH:20]=[CH:19][C:18]([NH:21][CH3:22])=[C:17]([N+:23]([O-])=O)[CH:16]=3)[CH2:10][CH2:9]2)[CH:6]=[CH:5][CH:4]=[CH:3][CH:2]=1.[H][H]>[Ni].CO>[C:26]1([CH:7]([C:1]2[CH:6]=[CH:5][CH:4]=[CH:3][CH:2]=2)[N:8]2[CH2:9][CH2:10][N:11]([CH2:14][C:15]3[CH:16]=[C:17]([NH2:23])[C:18]([NH:21][CH3:22])=[CH:19][CH:20]=3)[CH2:12][CH2:13]2)[CH:27]=[CH:28][CH:29]=[CH:30][CH:31]=1. Reported procedure: A solution of 5 parts of 4-[4-(diphenylmethyl)-1-piperazinylmethyl]-N-methyl-2-nitrobenzenamine in 80 parts of methanol is hydrogenated at normal pressure and at room temperature with 2 parts of Raney-nickel catalyst. After the calculated amount of hydrogen is taken up, the catalyst is filtered off and the filtrate is evaporated, yielding 4.64 parts of 4-[4-(diphenylmethyl)-1-piperazinylmethyl]-N1 -methyl-1,2-benzenediamine as a residue. The reactants are Cc1nc2ccc([N+](=O)[O-])cn2c1C, O=C(O)c1ccc(-c2ccc(C(F)(F)F)cc2)cc1. Yields the product Cc1nc2ccc(NC(=O)c3ccc(-c4ccc(C(F)(F)F)cc4)cc3)cn2c1C. RXN SMILES: [CH3:1][c:2]1[n:3][c:4]2[n:5]([cH:6][c:7]([N+:10]([O-:11])=[O:12])[cH:8][cH:9]2)[c:13]1[CH3:14].[F:15][C:16]([c:17]1[cH:18][cH:19][c:20](-[c:23]2[cH:24][cH:25][c:26]([C:29](=[O:30])[OH:31])[cH:27][cH:28]2)[cH:21][cH:22]1)([F:32])[F:33]>>[CH3:1][c:2]1[n:3][c:4]2[n:5]([cH:6][c:7]([NH:10][C:29]([c:26]3[cH:25][cH:24][c:23](-[c:20]4[cH:19][cH:18][c:17]([C:16]([F:15])([F:32])[F:33])[cH:22][cH:21]4)[cH:28][cH:27]3)=[O:30])[cH:8][cH:9]2)[c:13]1[CH3:14]. Reactants: CCCN(CCC)C1Cc2ccc(Br)cc2C1, [Li]C(C)(C)C, CCCCC, CSSC, CCOCC. The product is CCCN(CCC)C1Cc2ccc(SC)cc2C1. RXN SMILES: [Br:1][c:2]1[cH:3][cH:4][c:5]2[c:9]([cH:10]1)[CH2:8][CH:7]([N:11]([CH2:12][CH2:13][CH3:14])[CH2:15][CH2:16][CH3:17])[CH2:6]2.[C:18]([Li:19])([CH3:20])([CH3:21])[CH3:22].[CH3:23][CH2:24][CH2:25][CH2:26][CH3:27].[CH3:28][S:29][S:30][CH3:31].[CH3:32][CH2:33][O:34][CH2:35][CH3:36]>>[c:2]1([S:29][CH3:28])[cH:3][cH:4][c:5]2[c:9]([cH:10]1)[CH2:8][CH:7]([N:11]([CH2:12][CH2:13][CH3:14])[CH2:15][CH2:16][CH3:17])[CH2:6]2. Reactants: O (water), CI (methyl iodide), C([O-])([O-])=O.[K+].[K+] (potassium carbonate), ClC=1C=CC2=C(N(C(CCN2)=O)C2=CC=C(C=C2)OC)C1 (8-chloro-1-(4'-methoxyphenyl)-2,3,4,5-tetrahydro-1H-1,5-benzodiazepin-2-one). As a reaction SMILES: [Cl:1][C:2]1[CH:3]=[CH:4][C:5]2[NH:11][CH2:10][CH2:9][C:8](=[O:12])[N:7]([C:13]3[CH:18]=[CH:17][C:16]([O:19][CH3:20])=[CH:15][CH:14]=3)[C:6]=2[CH:21]=1.CI.[C:24](=O)([O-])[O-].[K+].[K+].O>CN(C)C=O>[Cl:1][C:2]1[CH:3]=[CH:4][C:5]2[N:11]([CH3:24])[CH2:10][CH2:9][C:8](=[O:12])[N:7]([C:13]3[CH:18]=[CH:17][C:16]([O:19][CH3:20])=[CH:15][CH:14]=3)[C:6]=2[CH:21]=1 |f:2.3.4|. The product is ClC=1C=CC2=C(N(C(CCN2C)=O)C2=CC=C(C=C2)OC)C1 (8-Chloro-1-(4'-methoxyphenyl)-5-methyl-2,3,4,5-tetrahydro-1H-1,5-benzodiazepin-2-one). The solvent is CN(C=O)C (dimethylformamide). Procedure: 23 g 8-chloro-1-(4'-methoxyphenyl)-2,3,4,5-tetrahydro-1H-1,5-benzodiazepin-2-one is stirred in 150 ml dimethylformamide for about 2 hours on a boiling water bath to which has been added 15 g methyl iodide and 11 g anhydrous potassium carbonate. The reaction mixture is poured into 1 liter water whereby the product is thoroughly crystallized with stirring. The reaction mixture is filtered by suction, washed thoroughly with water, and crystallized from isopropyl alcohol. The yield is 19 g having an...